This data is from the Open Reaction Database (ORD), a public repository of structured organic reaction records. The task is: describe an organic reaction: reactants, conditions, products, and yield Starting materials: [N+](=O)([O-])C1=CC=C(COC(=O)NCCSC(=O)C[C@@H]2[C@H](C(N2C(=P(OC(C)C)(OC(C)C)OC(C)C)C(=O)OCC2=CC=C(C=C2)[N+](=O)[O-])=O)[C@@H](C)OC(=O)OCC2=CC=C(C=C2)[N+](=O)[O-])C=C1 ((3S, 4R)-4-([2-(p-nitrobenzyloxycarbonylamino)ethylthio]carbonylmethyl)-3-[(R)-1-(p-nitrobenzyloxycarbonyloxy)ethyl]-1-[1-(p-nitrobenzyloxycarbonyl)-1-triisopropoxyphosphoranylidenemethyl]-2-azetidinone), C1(O)=CC=C(O)C=C1 (hydroquinone). Solvent: C=1(C(=CC=CC1)C)C (xylene). Conditions: temperature 120 celsius. The product is [N+](=O)([O-])C1=CC=C(COC(=O)NCCSC=2C[C@H]3N(C2C(=O)OCC2=CC=C(C=C2)[N+](=O)[O-])C([C@@H]3[C@@H](C)OC(=O)OCC3=CC=C(C=C3)[N+](=O)[O-])=O)C=C1 (p-Nitrobenzyl (5R, 6S)-2-[2-(p-nitrobenzyloxycarbonylamino)ethylthio]-6-[(R)-1-(p-nitrobenzyloxycarbonyloxy)ethyl]carbapen-2-em-3-carboxylate). The yield is 51.2%. Reaction SMILES: [N+:1]([C:4]1[CH:68]=[CH:67][C:7]([CH2:8][O:9][C:10]([NH:12][CH2:13][CH2:14][S:15][C:16]([CH2:18][C@H:19]2[N:22]([C:23]([C:37]([O:39][CH2:40][C:41]3[CH:46]=[CH:45][C:44]([N+:47]([O-:49])=[O:48])=[CH:43][CH:42]=3)=[O:38])=P(OC(C)C)(OC(C)C)OC(C)C)[C:21](=[O:50])[C@@H:20]2[C@H:51]([O:53][C:54]([O:56][CH2:57][C:58]2[CH:63]=[CH:62][C:61]([N+:64]([O-:66])=[O:65])=[CH:60][CH:59]=2)=[O:55])[CH3:52])=O)=[O:11])=[CH:6][CH:5]=1)([O-:3])=[O:2].C1(C=CC(O)=CC=1)O>C1(C)C(C)=CC=CC=1>[N+:1]([C:4]1[CH:68]=[CH:67][C:7]([CH2:8][O:9][C:10]([NH:12][CH2:13][CH2:14][S:15][C:16]2[CH2:18][C@@H:19]3[C@@H:20]([C@H:51]([O:53][C:54]([O:56][CH2:57][C:58]4[CH:63]=[CH:62][C:61]([N+:64]([O-:66])=[O:65])=[CH:60][CH:59]=4)=[O:55])[CH3:52])[C:21](=[O:50])[N:22]3[C:23]=2[C:37]([O:39][CH2:40][C:41]2[CH:42]=[CH:43][C:44]([N+:47]([O-:49])=[O:48])=[CH:45][CH:46]=2)=[O:38])=[O:11])=[CH:6][CH:5]=1)([O-:3])=[O:2]. Reported procedure: A mixture of 48 mg of (3S, 4R)-4-([2-(p-nitrobenzyloxycarbonylamino)ethylthio]carbonylmethyl)-3-[(R)-1-(p-nitrobenzyloxycarbonyloxy)ethyl]-1-[1-(p-nitrobenzyloxycarbonyl)-1-triisopropoxyphosphoranylidenemethyl]-2-azetidinone and 30 mg of hydroquinone in 5 ml of xylene was heated at 120° C. under a stream of a nitrogen gas for 13 hours. The xylene was then distilled off and the residue was subjected to chromatography using a Lobar column A eluted with a 2:1 by volume mixture of chloroform and eth... The reactants are [Al+3], C1CCOC1, [H-], [H-], [H-], [H-], [Li+], OCC#Cc1ccc(B(O)O)cc1. The product is OCC=Cc1ccc(B(O)O)cc1. RXN SMILES: [Al+3:2].[CH2:20]1[O:21][CH2:22][CH2:23][CH2:24]1.[H-:1].[H-:4].[H-:5].[H-:6].[Li+:3].[OH:7][CH2:8][C:9]#[C:10][c:11]1[cH:12][cH:13][c:14]([B:17]([OH:18])[OH:19])[cH:15][cH:16]1>>[OH:7][CH2:8][CH:9]=[CH:10][c:11]1[cH:12][cH:13][c:14]([B:17]([OH:18])[OH:19])[cH:15][cH:16]1. The reactants are CC(C)=O, OCCC(F)=C(F)F. Product: O=C(O)CC(F)=C(F)F. As a reaction SMILES: [CH3:9][C:10]([CH3:11])=[O:12].[F:1][C:2]([CH2:3][CH2:4][OH:5])=[C:6]([F:7])[F:8]>>[F:1][C:2]([CH2:3][C:4](=[O:5])[OH:12])=[C:6]([F:7])[F:8]. Starting materials: COC1=C(C=CC=C1)N1CCNCC1 (1-(2-methoxyphenyl)-piperazine), ClCCCNC(=O)C1=CC=CC=2C(C(=C(OC21)C2=CC=CC=C2)C)=O (8-(3-Chloropropylcarbamoyl)-3-methyl-4-oxo-2-phenyl-4H-1-benzopyran). Conditions: temperature 180 celsius, time 8 hour. The product is O.Cl.Cl.COC1=C(C=CC=C1)N1CCN(CC1)CCCNC(=O)C1=CC=CC=2C(C(=C(OC21)C2=CC=CC=C2)C)=O.COC2=C(C=CC=C2)N2CCN(CC2)CCCNC(=O)C2=CC=CC=1C(C(=C(OC12)C1=CC=CC=C1)C)=O.Cl.Cl (8-{3-[4-(2-Methoxyphenyl)-1-piperazinyl]propylcarbamoyl}-3-methyl-4-oxo-2-phenyl-4H-1-benzopyran dihydrochloride hemihydrate). Isolated yield 112.3%. Reaction SMILES: [CH3:1][O:2][C:3]1[CH:8]=[CH:7][CH:6]=[CH:5][C:4]=1[N:9]1[CH2:14][CH2:13][NH:12][CH2:11][CH2:10]1.[Cl:15][CH2:16][CH2:17][CH2:18][NH:19][C:20]([C:22]1[C:31]2[O:30][C:29]([C:32]3[CH:37]=[CH:36][CH:35]=[CH:34][CH:33]=3)=[C:28]([CH3:38])[C:27](=[O:39])[C:26]=2[CH:25]=[CH:24][CH:23]=1)=[O:21]>>[OH2:2].[ClH:15].[ClH:15].[CH3:1][O:2][C:3]1[CH:8]=[CH:7][CH:6]=[CH:5][C:4]=1[N:9]1[CH2:14][CH2:13][N:12]([CH2:16][CH2:17][CH2:18][NH:19][C:20]([C:22]2[C:31]3[O:30][C:29]([C:32]4[CH:37]=[CH:36][CH:35]=[CH:34][CH:33]=4)=[C:28]([CH3:38])[C:27](=[O:39])[C:26]=3[CH:25]=[CH:24][CH:23]=2)=[O:21])[CH2:11][CH2:10]1.[CH3:1][O:2][C:3]1[CH:8]=[CH:7][CH:6]=[CH:5][C:4]=1[N:9]1[CH2:14][CH2:13][N:12]([CH2:16][CH2:17][CH2:18][NH:19][C:20]([C:22]2[C:31]3[O:30][C:29]([C:32]4[CH:37]=[CH:36][CH:35]=[CH:34][CH:33]=4)=[C:28]([CH3:38])[C:27](=[O:39])[C:26]=3[CH:25]=[CH:24][CH:23]=2)=[O:21])[CH2:11][CH2:10]1.[ClH:15].[ClH:15] |f:2.3.4.5.6.7.8|. Procedure details: A mixture of 6.28 g of 1-(2-methoxyphenyl)-piperazine and 5.34 g of Intermediate XXXVII was heated at 180° C. for 5 hours. After cooling, the dark mass was purified by flash chromatography on silica gel, eluting with dichloromethane: methanol (100:3). The fractions containing the title compound were pooled. The solvents were removed in vacuo and the residue was dissolved in boiling ethanol. The solution was filtered, acidified with ethanolic hydrogen chloride, and stood overnight at 20°-25° C. T... Reactants: CC(CC(O)C(Cc1ccccc1)NC(=O)OC(C)(C)C)C(=O)NCCC(C)(C)C, CC(C)(C)C1CCC(N)CC1, CC1CC(C(Cc2ccccc2)NC(=O)c2cc(N3CCCC3=O)cc(N3CCCC3=O)c2F)OC1=O. The product is CC(CC(O)C(Cc1ccccc1)NC(=O)c1cc(N2CCCC2=O)cc(N2CCCC2=O)c1F)C(=O)NC1CCC(C(C)(C)C)CC1. Reaction SMILES: [C:1]([O:2][C:3](=[O:4])[NH:5][CH:6]([CH2:7][c:8]1[cH:9][cH:10][cH:11][cH:12][cH:13]1)[CH:14]([OH:15])[CH2:16][CH:17]([C:18](=[O:19])[NH:20][CH2:21][CH2:22][C:23]([CH3:24])([CH3:25])[CH3:26])[CH3:27])([CH3:28])([CH3:29])[CH3:30].[C:31]([CH3:32])([CH3:33])([CH3:34])[CH:35]1[CH2:36][CH2:37][CH:38]([NH2:41])[CH2:39][CH2:40]1.[F:42][c:43]1[c:44]([C:45](=[O:46])[NH:47][CH:48]([CH2:49][c:50]2[cH:51][cH:52][cH:53][cH:54][cH:55]2)[CH:56]2[O:57][C:58](=[O:62])[CH:59]([CH3:61])[CH2:60]2)[cH:63][c:64]([N:73]2[C:74](=[O:78])[CH2:75][CH2:76][CH2:77]2)[cH:65][c:66]1[N:67]1[C:68](=[O:72])[CH2:69][CH2:70][CH2:71]1>>[C:31]([CH3:32])([CH3:33])([CH3:34])[CH:35]1[CH2:36][CH2:37][CH:38]([NH:41][C:58]([CH:59]([CH2:60][CH:56]([CH:48]([NH:47][C:45]([c:44]2[c:43]([F:42])[c:66]([N:67]3[C:68](=[O:72])[CH2:69][CH2:70][CH2:71]3)[cH:65][c:64]([N:73]3[C:74](=[O:78])[CH2:75][CH2:76][CH2:77]3)[cH:63]2)=[O:46])[CH2:49][c:50]2[cH:51][cH:52][cH:53][cH:54][cH:55]2)[OH:57])[CH3:61])=[O:62])[CH2:39][CH2:40]1. Reactants: CCOC(=O)C(C)(C)C1(O)CCN(Cc2ccccc2)CC1, CN(C)C=O, ClC(Cl)Cl, O=S(Cl)Cl. Yields the product CCOC(=O)C(C)(C)C1=CCN(Cc2ccccc2)CC1. As a reaction SMILES: [CH2:1]([CH3:2])[O:3][C:4]([C:5]([CH3:6])([CH3:7])[C:8]1([OH:21])[CH2:9][CH2:10][N:11]([CH2:14][c:15]2[cH:16][cH:17][cH:18][cH:19][cH:20]2)[CH2:12][CH2:13]1)=[O:22].[CH3:27][N:28]([CH3:29])[CH:30]=[O:31].[CH:32]([Cl:33])([Cl:34])[Cl:35].[S:23]([Cl:24])([Cl:25])=[O:26]>>[CH2:1]([CH3:2])[O:3][C:4]([C:5]([CH3:6])([CH3:7])[C:8]1=[CH:9][CH2:10][N:11]([CH2:14][c:15]2[cH:16][cH:17][cH:18][cH:19][cH:20]2)[CH2:12][CH2:13]1)=[O:22]. Reactants: COC1=CC=C(C=C1)CC(CC(=O)OCC)C1=CC=C(C=C1)C(F)(F)F (ethyl (±)-4-(4-methoxyphenyl)-3-[4-(trifluoromethyl)phenyl]butanoate), B(Br)(Br)Br (BBr3). Solvent: C(Cl)Cl (CH2Cl2). The product is OC1=CC=C(C=C1)CC(CC(=O)OCC)C1=CC=C(C=C1)C(F)(F)F (Ethyl (±)-4-(4-hydroxyphenyl)-3-[4-(trifluoromethyl)phenyl]butanoate). Yield: 62.3%. RXN SMILES: C[O:2][C:3]1[CH:8]=[CH:7][C:6]([CH2:9][CH:10]([C:17]2[CH:22]=[CH:21][C:20]([C:23]([F:26])([F:25])[F:24])=[CH:19][CH:18]=2)[CH2:11][C:12]([O:14][CH2:15][CH3:16])=[O:13])=[CH:5][CH:4]=1.B(Br)(Br)Br>C(Cl)Cl>[OH:2][C:3]1[CH:8]=[CH:7][C:6]([CH2:9][CH:10]([C:17]2[CH:18]=[CH:19][C:20]([C:23]([F:24])([F:25])[F:26])=[CH:21][CH:22]=2)[CH2:11][C:12]([O:14][CH2:15][CH3:16])=[O:13])=[CH:5][CH:4]=1. Procedure details: To a solution of ethyl (±)-4-(4-methoxyphenyl)-3-[4-(trifluoromethyl)phenyl]butanoate (450 mg, 1.23 mmole) in CH2Cl2 (5 mL) was added BBr3 (1.5 mL, 1.48 mmole) at −10° C. After 3 hr the mixture was carefully quenched with EtOH (10 mL), and the solution was allowed to warm to RT. The mixture was concentrated, and the residue was chromatographed on silica gel (20% EtOAc/hexanes) to give the title compound (270 mg, 63%) as a yellow oil: TLC (20% EtOAc/hexanes) Rf0.22.